describe an organic reaction: reactants, conditions, products, and yield From a dataset of the Open Reaction Database (ORD), a public repository of structured organic reaction records. Reactants: ice water, [OH-].[Na+] (sodium hydroxide), [BH4-].[Na+] (sodium borohydride), C(C1=CC=CC=C1)O (benzyl alcohol), O=CC(C)=C (methacrolein). Run in O (water), O (water). Run at temperature -10 celsius, time 0.5 hour. Product: C(C1=CC=CC=C1)OCC(CO)C (Rac. 3-benzyloxy-2-methyl-1-propanol). As a reaction SMILES: [OH-].[Na+].[CH2:3]([OH:10])[C:4]1[CH:9]=[CH:8][CH:7]=[CH:6][CH:5]=1.[O:11]=[CH:12][C:13](=[CH2:15])[CH3:14].[BH4-].[Na+]>O>[CH2:3]([O:10][CH2:14][CH:13]([CH3:15])[CH2:12][OH:11])[C:4]1[CH:9]=[CH:8][CH:7]=[CH:6][CH:5]=1 |f:0.1,4.5|. Procedure details: A solution of 1.59 g. of sodium hydroxide and 1.6 ml. of water in 402 ml. (420 g; 3.89 moles) of benzyl alcohol was stirred and cooled to -10° C. while 100 ml. (83.7 g.; 1.19 moles) of freshly distilled methacrolein were added dropwise keeping the temperature between -10° C. and -5° C. After the reaction mixture had stirred for 0.5 hr. at -10° C., a solution of 44.9 g. (1.19 moles) of sodium borohydride in 180 ml. of water was added dropwise over 1.75 hr. keeping the temperature below 5° C. Stir... RXN SMILES: [NH2:1][CH2:2][CH2:3][C:4]1[C:12]2[C:7](=[CH:8][CH:9]=[CH:10][CH:11]=2)[NH:6][CH:5]=1.C(=O)(OC(C)(C)C)OC(C)(C)C.C([O-])([O-])=O.[K+].[K+].ClC1N=C2N(C=1[S:40](Cl)(=[O:42])=[O:41])C=CS2.CC(C)([O-])C.[K+].C([O-])(O)=O.[Na+]>C1COCC1.O.CC(C)=O>[S:40](=[C:10]1[CH:11]=[C:12]2[C:7](=[N:6][CH:5]=[C:4]2[CH2:3][CH2:2][NH2:1])[CH:8]=[CH:9]1)(=[O:42])=[O:41] |f:2.3.4,6.7,8.9|. The reactants are C(OC(C)(C)C)(OC(C)(C)C)=O (di-t-butyl carbonate), C(=O)([O-])[O-].[K+].[K+] (K2CO3), resultant residue, ClC=1N=C2SC=CN2C1S(=O)(=O)Cl (6-chloroimidazo[2,1-b]thiazole-5-sulfonyl chloride), NCCC1=CNC2=CC=CC=C12 (tryptamine), C(=O)(O)[O-].[Na+] (NaHCO3), CC(C)([O-])C.[K+] (potassium t-butoxide). The solvent is O (water), C1CCOC1 (THF), CC(=O)C (acetone). The yield is 60.0%. Product: S(=O)(=O)=C1C=CC2=NC=C(CCN)C2=C1 (5-sulfonyl-tryptamine). Procedure details: A solution of tryptamine (4.2 g, 26.2 mmol) in a 1:1 mixture of acetone; water is treated with di-t-butyl carbonate (6.5 g, 27.8 mmol) and K2CO3 (7.5 g, 54.4 mmol), stirred at room temperature for 16 h, concentrated in vacuo to an aqueous mixture and extracted with EtOAc. The extracts are combined, dried over MgSO4 and concentrated in vacuo. A mixture of the resultant residue (5.6 g, 21 mmol) and 6-chloroimidazo[2,1-b]thiazole-5-sulfonyl chloride (5.01 g, 19.5 mmol) in THF is treated portion-wis... Run at time 16 hour. Reactants: CN(C1=CC=C(C=C1)[N+](=O)[O-])CCO (2-(methyl-4-nitroanilino)ethanol). Reagents/catalysts: [Pd] (Pd/C). Run in C(C)O (ethanol). Product: NC1=CC=C(C=C1)N(CCO)C (2-[(4-amino-phenyl)-methyl-amino]-ethanol). Reaction SMILES: [CH3:1][N:2]([CH2:12][CH2:13][OH:14])[C:3]1[CH:8]=[CH:7][C:6]([N+:9]([O-])=O)=[CH:5][CH:4]=1>C(O)C.[Pd]>[NH2:9][C:6]1[CH:5]=[CH:4][C:3]([N:2]([CH3:1])[CH2:12][CH2:13][OH:14])=[CH:8][CH:7]=1. Reported procedure: A solution of 2-(methyl-4-nitroanilino)ethanol (0.20 g, 1.0 mmol) in ethanol (25 mL) is hydrogenated for two hours at atmospheric pressure over 10% Pd/C. The mixture is filtered through a pad of diatomaceous earth and concentrated under reduced pressure to give 2-[(4-amino-phenyl)-methyl-amino]-ethanol as a dark oil, which solidified upon standing. Starting materials: ClC1=CC(=CC=C1)C(=O)OO (m-chloroperbenzoic acid), C1(CCCC1)SCCNC1=NC(=NC(=N1)N1C(=NC2=C1C=CC=C2)C(F)F)N2CCOCC2 (N-[2-(Cyclopentylsulfanyl)ethyl]-4-[2-(difluoromethyl)-1H-benzimidazol-1-yl]-6-(morpholin-4-yl)-1,3,5-triazin-2-amine), O (Water). Run in C(Cl)Cl (methylene chloride). Run at time 10 minute. Yields the product C1(CCCC1)S(=O)CCNC1=NC(=NC(=N1)N1C(=NC2=C1C=CC=C2)C(F)F)N2CCOCC2 (N-[2-(cyclopentyl sulfinyl)ethyl]-4-[2-(difluoromethyl)-1H-benzimidazol-1-yl]-6-(morpholin-4-yl)-1,3,5-triazin-2-amine). The yield is 85.5%. RXN SMILES: [CH:1]1([S:6][CH2:7][CH2:8][NH:9][C:10]2[N:15]=[C:14]([N:16]3[C:20]4[CH:21]=[CH:22][CH:23]=[CH:24][C:19]=4[N:18]=[C:17]3[CH:25]([F:27])[F:26])[N:13]=[C:12]([N:28]3[CH2:33][CH2:32][O:31][CH2:30][CH2:29]3)[N:11]=2)[CH2:5][CH2:4][CH2:3][CH2:2]1.ClC1C=CC=C(C(OO)=[O:42])C=1.O>C(Cl)Cl>[CH:1]1([S:6]([CH2:7][CH2:8][NH:9][C:10]2[N:15]=[C:14]([N:16]3[C:20]4[CH:21]=[CH:22][CH:23]=[CH:24][C:19]=4[N:18]=[C:17]3[CH:25]([F:27])[F:26])[N:13]=[C:12]([N:28]3[CH2:29][CH2:30][O:31][CH2:32][CH2:33]3)[N:11]=2)=[O:42])[CH2:2][CH2:3][CH2:4][CH2:5]1. Procedure details: N-[2-(Cyclopentylsulfanyl)ethyl]-4-[2-(difluoromethyl)-1H-benzimidazol-1-yl]-6-(morpholin-4-yl)-1,3,5-triazin-2-amine (60 mg) was dissolved in methylene chloride (1.2 mL), and m-chloroperbenzoic acid (75% wet) (32 mg) was added thereto at 0° C., followed by stirring for 10 minutes. Water was added thereto, followed by extraction with chloroform. The organic layer was dried over anhydrous magnesium sulfate and the solvent was evaporated under reduced pressure. The residue was purified by silica g... The reactants are C(#N)C=1C=C(N)C=CC1 (m-Cyanoaniline), C(#N)C1=CC=C(C=C1)N=C=O (p-cyanophenylisocyanate), O (water). Solvent: C(C)N(CC)CC (triethylamine). Run at time 24 hour. Yields the product C(#N)C=1C=C(C=CC1)NC(=O)NC1=CC=C(C=C1)C#N (N-(3-cyanophenyl)-N'-(4-cyanophenyl)urea). Isolated yield 103.8%. RXN SMILES: [C:1]([C:3]1[CH:4]=[C:5]([CH:7]=[CH:8][CH:9]=1)[NH2:6])#[N:2].[C:10]([C:12]1[CH:17]=[CH:16][C:15]([N:18]=[C:19]=[O:20])=[CH:14][CH:13]=1)#[N:11].O>C(N(CC)CC)C>[C:1]([C:3]1[CH:4]=[C:5]([NH:6][C:19]([NH:18][C:15]2[CH:16]=[CH:17][C:12]([C:10]#[N:11])=[CH:13][CH:14]=2)=[O:20])[CH:7]=[CH:8][CH:9]=1)#[N:2]. Reported procedure: m-Cyanoaniline (0.5 g, 3.38 mmol) and p-cyanophenylisocyanate (0.49 g, 3.38 mmol) were dissolved in dimethylformaide (8 ml) and triethylamine (1 ml). The reaction was stirred at ambient temperature under a nitrogen atmosphere for 24 h. The reaction was poured into water and extracted with ethyl acetate. The organic layer was washed with water (3×), brine, dried (MgSO4) and concentrated to give a amorphous solid. This was triturated to a crystalline white solid with ethyl ether. This solid was fi... The reactants are CCOC(=O)CCc1ccc(OCc2ccc(CN3CCC4(CC3)CN(C(=O)OC(C)(C)C)c3ccccc34)cc2)cc1F, CCO, [K+], [OH-], O. Product: CC(C)(C)OC(=O)N1CC2(CCN(Cc3ccc(COc4ccc(CCC(=O)O)c(F)c4)cc3)CC2)c2ccccc21. Reaction SMILES: [CH2:1]([CH3:2])[O:3][C:4]([CH2:5][CH2:6][c:7]1[c:8]([F:43])[cH:9][c:10]([O:11][CH2:12][c:13]2[cH:14][cH:15][c:16]([CH2:19][N:20]3[CH2:21][CH2:22][C:23]4([CH2:24][N:25]([C:32](=[O:33])[O:34][C:35]([CH3:36])([CH3:37])[CH3:38])[c:26]5[cH:27][cH:28][cH:29][cH:30][c:31]54)[CH2:39][CH2:40]3)[cH:17][cH:18]2)[cH:41][cH:42]1)=[O:44].[CH2:48]([OH:49])[CH3:50].[K+:46].[OH-:45].[OH2:47]>>[O:3]=[C:4]([CH2:5][CH2:6][c:7]1[c:8]([F:43])[cH:9][c:10]([O:11][CH2:12][c:13]2[cH:14][cH:15][c:16]([CH2:19][N:20]3[CH2:21][CH2:22][C:23]4([CH2:24][N:25]([C:32](=[O:33])[O:34][C:35]([CH3:36])([CH3:37])[CH3:38])[c:26]5[cH:27][cH:28][cH:29][cH:30][c:31]54)[CH2:39][CH2:40]3)[cH:17][cH:18]2)[cH:41][cH:42]1)[OH:44].